This data is from the Open Reaction Database (ORD), a public repository of structured organic reaction records. The task is: describe an organic reaction: reactants, conditions, products, and yield Starting materials: ClC1=CC=C(C(=O)NC(C(=O)O)CC2C(NC3=CC=CC=C23)=O)C=C1 (2-(4-chlorobenzoylamino)-3-(oxindol-3-yl)propionic acid), C(C=C)Cl (allyl chloride), [Cl-].[Na+] (sodium chloride), 4-hydrate, [NH2-].[Na+] (sodium amide), CN(C=O)C (dimethylformamide). Run at time 2 hour. Product: ClC1=CC=C(C(=O)NC(C(=O)O)CC2=CN(C3=CC=CC=C23)OCC=C)C=C1 (2-(4-chlorobenzoylamino)-3-(1-allyloxyindol-3-yl)propionic acid). Reaction SMILES: [Cl:1][C:2]1[CH:25]=[CH:24][C:5]([C:6]([NH:8][CH:9]([CH2:13][CH:14]2[C:22]3[C:17](=[CH:18][CH:19]=[CH:20][CH:21]=3)[NH:16][C:15]2=O)[C:10]([OH:12])=[O:11])=[O:7])=[CH:4][CH:3]=1.[NH2-].[Na+].[CH2:28](Cl)[CH:29]=[CH2:30].[Cl-].[Na+].CN(C)C=[O:37]>>[Cl:1][C:2]1[CH:3]=[CH:4][C:5]([C:6]([NH:8][CH:9]([CH2:13][C:14]2[C:22]3[C:17](=[CH:18][CH:19]=[CH:20][CH:21]=3)[N:16]([O:37][CH2:28][CH:29]=[CH2:30])[CH:15]=2)[C:10]([OH:12])=[O:11])=[O:7])=[CH:24][CH:25]=1 |f:1.2,4.5|. Procedure details: 479 Milligrams of 2-(4-chlorobenzoylamino)-3-(oxindol-3-yl)propionic acid 1/4-hydrate prepared in Example 3 and 0.05 g of sodium amide were admixed in 5 ml of dimethylformamide, and the mixture was stirred at a room temperature for 2 hours. Then 0.17 g of allyl chloride was added to the mixture and the resulting reaction mixture was stirred at a room temperature for 10 hours. The reaction mixture was poured into 13 ml of a saturated sodium chloride aqueous solution, and the organic material was ... Reactants: NC=1C=C(C=CC1OC)C=1OC2=C(N1)C=C(C=C2)C2=CC=C(C=C2)Cl (2-(3-amino-4-methoxyphenyl)-5-(4-chlorophenyl)benzoxazole), C1=CC2=C(C=C1C(=O)O)C(=O)OC2=O (1,2,4-benzenetricarboxylic anhydride). The product is COC1=C(C=C(C=C1)C=1OC2=C(N1)C=C(C=C2)C2=CC=C(C=C2)Cl)N2C(C1=CC=C(C=C1C2=O)C(=O)O)=O (2-[2-Methoxy-5-[5-(4-chlorophenyl)benzoxazol-2-yl]phenyl]-1,3-dioxo-2,3-dihydro-1H-isoindole-5-carboxylic acid). Reaction SMILES: [NH2:1][C:2]1[CH:3]=[C:4]([C:10]2[O:11][C:12]3[CH:18]=[CH:17][C:16]([C:19]4[CH:24]=[CH:23][C:22]([Cl:25])=[CH:21][CH:20]=4)=[CH:15][C:13]=3[N:14]=2)[CH:5]=[CH:6][C:7]=1[O:8][CH3:9].[CH:26]1[C:31]([C:32]([OH:34])=[O:33])=[CH:30][C:29]2[C:35]([O:37][C:38](=O)[C:28]=2[CH:27]=1)=[O:36]>>[CH3:9][O:8][C:7]1[CH:6]=[CH:5][C:4]([C:10]2[O:11][C:12]3[CH:18]=[CH:17][C:16]([C:19]4[CH:24]=[CH:23][C:22]([Cl:25])=[CH:21][CH:20]=4)=[CH:15][C:13]=3[N:14]=2)=[CH:3][C:2]=1[N:1]1[C:35](=[O:36])[C:29]2[C:28](=[CH:27][CH:26]=[C:31]([C:32]([OH:34])=[O:33])[CH:30]=2)[C:38]1=[O:37]. Procedure: Prepared by the method of Example 15f), from 2-(3-amino-4-methoxyphenyl)-5-(4-chlorophenyl)benzoxazole (104 mg, 0.30 mmol) and 1,2,4-benzenetricarboxylic anhydride (58 mg, 0.33 mmol) the title compound was obtained (67 mg, 43%). 1H NMR (DMSO) δ 8.45(dd, 1H), 8.38–8.33(m, 3H), 8.12(d, 1H), 8.05(d, 1H), 7.86(d, 1H), 7.77(d, 1H), 7.70(dd, 1H), 7.55–7.48(m, 3H), 3.89(s, 3H). MS m/z 525.1 (M+H)+. The reactants are CC1(C)C(C(=O)c2c[nH]c3cc(Br)ccc23)C1(C)C, CS(=O)(=O)OCC1CCOCC1, [H-], [Na+], CN(C)C=O. The product is CC1(C)C(C(=O)c2cn(CC3CCOCC3)c3cc(Br)ccc23)C1(C)C. As a reaction SMILES: [Br:1][c:2]1[cH:3][cH:4][c:5]2[c:6]([C:11](=[O:12])[CH:13]3[C:14]([CH3:18])([CH3:19])[C:15]3([CH3:16])[CH3:17])[cH:7][nH:8][c:9]2[cH:10]1.[CH3:20][S:21]([O:22][CH2:25][CH:26]1[CH2:27][CH2:28][O:29][CH2:30][CH2:31]1)(=[O:23])=[O:24].[H-:33].[Na+:32].[O:34]=[CH:35][N:36]([CH3:37])[CH3:38]>>[Br:1][c:2]1[cH:3][cH:4][c:5]2[c:6]([C:11](=[O:12])[CH:13]3[C:14]([CH3:18])([CH3:19])[C:15]3([CH3:16])[CH3:17])[cH:7][n:8]([CH2:25][CH:26]3[CH2:27][CH2:28][O:29][CH2:30][CH2:31]3)[c:9]2[cH:10]1.